This data is from the Open Reaction Database (ORD), a public repository of structured organic reaction records. The task is: describe an organic reaction: reactants, conditions, products, and yield Reactants: BrC(Br)(Br)Br, ClCCl, COC(=O)c1ccc(C=CCO)cc1-c1ccc(F)cc1, c1ccc(P(c2ccccc2)c2ccccc2)cc1. Product: COC(=O)c1ccc(C=CCBr)cc1-c1ccc(F)cc1. As a reaction SMILES: [Br:41][C:42]([Br:43])([Br:44])[Br:45].[Cl:46][CH2:47][Cl:48].[F:1][c:2]1[cH:3][cH:4][c:5](-[c:8]2[c:9]([C:10](=[O:11])[O:12][CH3:13])[cH:14][cH:15][c:16]([CH:18]=[CH:19][CH2:20][OH:21])[cH:17]2)[cH:6][cH:7]1.[c:22]1([P:23]([c:24]2[cH:25][cH:26][cH:27][cH:28][cH:29]2)[c:30]2[cH:31][cH:32][cH:33][cH:34][cH:35]2)[cH:36][cH:37][cH:38][cH:39][cH:40]1>>[F:1][c:2]1[cH:3][cH:4][c:5](-[c:8]2[c:9]([C:10](=[O:11])[O:12][CH3:13])[cH:14][cH:15][c:16]([CH:18]=[CH:19][CH2:20][Br:41])[cH:17]2)[cH:6][cH:7]1. Reported procedure: An ice-cold solution of N-(1-carboethoxy-3-phenylpropyl)-α-azaalanyl-(L)-proline t-butyl ester (16S) in absolute ethanol was saturated with hydrogen chloride. After one hour, the solution was evaporated to dryness and the product purified by chromatography on LH-20 (in methanol). The reactants are ice, C(C)(C)(C)OC([C@H]1N(CCC1)C(N(NC(CCC1=CC=CC=C1)C(=O)OCC)C)=O)=O (N-(1-carboethoxy-3-phenylpropyl)-α-azaalanyl-(L)-proline t-butyl ester), Cl (hydrogen chloride). Run in C(C)O (ethanol). Reaction SMILES: [C:1]([O:5][C:6](=[O:31])[C@@H:7]1[CH2:11][CH2:10][CH2:9][N:8]1[C:12](=[O:30])[N:13]([CH3:29])[NH:14][CH:15]([C:24]([O:26][CH2:27][CH3:28])=[O:25])[CH2:16][CH2:17][C:18]1[CH:23]=[CH:22][CH:21]=[CH:20][CH:19]=1)(C)(C)[CH3:2].[ClH:32]>C(O)C>[ClH:32].[CH2:1]([O:5][C:6](=[O:31])[C@@H:7]1[CH2:11][CH2:10][CH2:9][N:8]1[C:12](=[O:30])[N:13]([CH3:29])[NH:14][CH:15]([C:24]([O:26][CH2:27][CH3:28])=[O:25])[CH2:16][CH2:17][C:18]1[CH:19]=[CH:20][CH:21]=[CH:22][CH:23]=1)[CH3:2] |f:3.4|. Yields the product Cl.C(C)OC([C@H]1N(CCC1)C(N(NC(CCC1=CC=CC=C1)C(=O)OCC)C)=O)=O (N-(1-Carboethoxy-3-phenylpropyl)-α-azaalanyl-(L)-prolin e ethyl ester hydrochloride). Reaction conditions: time 1 hour.